From a dataset of the Open Reaction Database (ORD), a public repository of structured organic reaction records. describe an organic reaction: reactants, conditions, products, and yield The reactants are P(O)(O)(O)=O (phosphoric acid), solution, [Na] (sodium), C(C)(=O)OCC1=C(N2C(C(C2SC1)NC(CC=1SCCSC1)=O)=O)C(=O)O (3-acetoxymethyl-2-carboxy-7-[(5,6-dihydro-1,4-dithiin-2-yl )acetamido]-8-oxo-5-thia-1-aza- bicyclo[4,2,0]oct-2-ene), [S-]C#N.[K+] (potassium thiocyanate). Run in O (water), C(C(C)C)C(=O)C (methyl isobutyl ketone), O (Water), N1=CC=CC=C1 (pyridine), O (water). Reaction conditions: temperature 60 celsius. Product: C(=O)([O-])C=1N2C(C(C2SCC1C[N+]1=CC=CC=C1)NC(CC=1SCCSC1)=O)=O (2-Carboxylato-7-[(5,6-dihydro-1,4-dithiin-2-yl )acetamido]-8-oxo-3- (1-pyridinio-methyl)-5-thia-1-aza-bicyclo[4,2,0]- oct-2-ene). Isolated yield 35.2%. RXN SMILES: [Na].C(O[CH2:6][C:7]1[CH2:14][S:13][CH:12]2[N:9]([C:10](=[O:25])[CH:11]2[NH:15][C:16](=[O:24])[CH2:17][C:18]2[S:19][CH2:20][CH2:21][S:22][CH:23]=2)[C:8]=1[C:26]([OH:28])=[O:27])(=O)C.[S-][C:30]#[N:31].[K+].P(=O)(O)(O)O>O.C(C(C)=O)C(C)C.N1C=CC=CC=1>[C:26]([C:8]1[N:9]2[CH:12]([S:13][CH2:14][C:7]=1[CH2:6][N+:31]1[CH:30]=[CH:26][CH:8]=[CH:7][CH:6]=1)[CH:11]([NH:15][C:16](=[O:24])[CH2:17][C:18]1[S:19][CH2:20][CH2:21][S:22][CH:23]=1)[C:10]2=[O:25])([O-:28])=[O:27] |f:2.3,^1:0|. Reported procedure: Water (47 cc.) and pyridine (16.1 cc.) are added to the sodium salt of 3-acetoxymethyl-2-carboxy-7-[(5,6-dihydro-1,4-dithiin-2-yl )acetamido]-8-oxo-5-thia-1-aza- bicyclo[4,2,0]oct-2-ene (45.2 g.) and potassium thiocyanate (194 g.). After stirring, a homogeneous syrupy mixture is obtained, the pH of which is adjusted to 6.5 by addition of concentrated phosphoric acid. The mixture is heated at 60° C. for 5 hours. After cooling, the reaction mixture is diluted with distilled water (1 liter) and is ... As a reaction SMILES: [NH2:1][C:2]1[C:9]([I:10])=[CH:8][C:5]([C:6]#[N:7])=[C:4](Cl)[CH:3]=1.[NH:12]1[CH2:17][CH2:16][O:15][CH2:14][CH2:13]1.C(=O)([O-])[O-].[K+].[K+]>CS(C)=O.O>[NH2:1][C:2]1[C:9]([I:10])=[CH:8][C:5]([C:6]#[N:7])=[C:4]([N:12]2[CH2:17][CH2:16][O:15][CH2:14][CH2:13]2)[CH:3]=1 |f:2.3.4|. Run at temperature 100 celsius, time 40 hour. Procedure details: To a flask containing 4-amino-2-chloro-5-iodobenzonitrile (1 g, 3.6 mmol) in DMSO (5.0 mL) was added morpholine (1.0 mL, 11.5 mmol) dropwise. Upon complete addition, the mixture was warmed to 100° C. After 40 h, the reaction mixture was cooled to rt, then an additional 2 mL of morpholine was added to the mixture. The reaction was re-heated to 100° C. and monitored with LC-MS. After 17 h, the reaction was cooled to rt, then 1 g of potassium carbonate was added in portions. The reaction was re-hea... Starting materials: N1CCOCC1 (morpholine), C([O-])([O-])=O.[K+].[K+] (potassium carbonate), NC1=CC(=C(C#N)C=C1I)Cl (4-amino-2-chloro-5-iodobenzonitrile), N1CCOCC1 (morpholine). Solvent: CS(=O)C (DMSO), O (water). Product: NC1=CC(=C(C#N)C=C1I)N1CCOCC1 (4-amino-5-iodo-2-morpholinobenzonitrile). Starting materials: O=C([O-])O, COc1ccccc1CNC(=O)c1ccc(C(F)(F)F)cc1, CCOC(C)=O, [Na+], O, O=C(O)C(F)(F)F. Product: COc1ccc(C=O)cc1CNC(=O)c1ccc(C(F)(F)F)cc1. RXN SMILES: [C:30](=[O:31])([OH:32])[O-:33].[CH3:1][O:2][c:3]1[c:4]([CH2:5][NH:6][C:7]([c:8]2[cH:9][cH:10][c:11]([C:14]([F:15])([F:16])[F:17])[cH:12][cH:13]2)=[O:18])[cH:19][cH:20][cH:21][cH:22]1.[CH3:24][CH2:25][O:26][C:27](=[O:28])[CH3:29].[Na+:34].[OH2:23].[OH:35][C:36]([C:37]([F:38])([F:39])[F:40])=[O:41]>>[CH3:1][O:2][c:3]1[c:4]([CH2:5][NH:6][C:7]([c:8]2[cH:9][cH:10][c:11]([C:14]([F:15])([F:16])[F:17])[cH:12][cH:13]2)=[O:18])[cH:19][c:20]([CH:25]=[O:26])[cH:21][cH:22]1. RXN SMILES: [CH2:20]1[CH2:21][O:22][CH2:23][CH2:24][NH:25]1.[Cl:1][c:2]1[c:3]2[c:4]([n:5][cH:6][cH:7]1)[cH:8][c:9](-[c:11]1[s:12][c:13]([C:17](=[O:18])[Cl:19])[c:14]([CH3:16])[n:15]1)[s:10]2>>[Cl:1][c:2]1[c:3]2[c:4]([n:5][cH:6][cH:7]1)[cH:8][c:9](-[c:11]1[s:12][c:13]([C:17](=[O:18])[N:25]3[CH2:20][CH2:21][O:22][CH2:23][CH2:24]3)[c:14]([CH3:16])[n:15]1)[s:10]2. Reactants: C1COCCN1, Cc1nc(-c2cc3nccc(Cl)c3s2)sc1C(=O)Cl. Product: Cc1nc(-c2cc3nccc(Cl)c3s2)sc1C(=O)N1CCOCC1.